From a dataset of the Open Reaction Database (ORD), a public repository of structured organic reaction records. describe an organic reaction: reactants, conditions, products, and yield Starting materials: Cc1cc2c(NCc3ccc4c(c3)OCO4)nc(Cl)nc2s1, c1cn[nH]c1. Product: Cc1cc2c(NCc3ccc4c(c3)OCO4)nc(-n3cccn3)nc2s1. RXN SMILES: [Cl:6][c:7]1[n:8][c:9]([NH:17][CH2:18][c:19]2[cH:20][c:21]3[c:22]([cH:23][cH:24]2)[O:25][CH2:26][O:27]3)[c:10]2[c:11]([n:12]1)[s:13][c:14]([CH3:16])[cH:15]2.[nH:1]1[n:2][cH:3][cH:4][cH:5]1>>[n:1]1(-[c:7]2[n:8][c:9]([NH:17][CH2:18][c:19]3[cH:20][c:21]4[c:22]([cH:23][cH:24]3)[O:25][CH2:26][O:27]4)[c:10]3[c:11]([n:12]2)[s:13][c:14]([CH3:16])[cH:15]3)[n:2][cH:3][cH:4][cH:5]1. Reactants: O=C(O)c1cc(-c2ccccc2OCc2ccccc2)on1, CCOC(=O)CN, CCN=C=NCCCN(C)C, CCN(C(C)C)C(C)C, Cl, Cl, CN(C)C=O, O, On1nnc2ccccc21. The product is CCOC(=O)CNC(=O)c1cc(-c2ccccc2OCc2ccccc2)on1. RXN SMILES: [CH2:1]([c:2]1[cH:3][cH:4][cH:5][cH:6][cH:7]1)[O:8][c:9]1[c:10](-[c:15]2[cH:16][c:17]([C:20](=[O:21])[OH:22])[n:18][o:19]2)[cH:11][cH:12][cH:13][cH:14]1.[CH2:55]([CH3:56])[O:57][C:58]([CH2:59][NH2:60])=[O:61].[CH3:42][CH2:43][N:44]=[C:45]=[N:46][CH2:47][CH2:48][CH2:49][N:50]([CH3:51])[CH3:52].[CH:23]([N:24]([CH2:25][CH3:26])[CH:27]([CH3:28])[CH3:29])([CH3:30])[CH3:31].[ClH:53].[ClH:54].[O:62]=[CH:63][N:64]([CH3:65])[CH3:66].[OH2:67].[OH:32][n:33]1[c:34]2[c:35]([cH:36][cH:37][cH:38][cH:39]2)[n:40][n:41]1>>[CH2:1]([c:2]1[cH:3][cH:4][cH:5][cH:6][cH:7]1)[O:8][c:9]1[c:10](-[c:15]2[cH:16][c:17]([C:20](=[O:22])[NH:60][CH2:59][C:58]([O:57][CH2:55][CH3:56])=[O:61])[n:18][o:19]2)[cH:11][cH:12][cH:13][cH:14]1. Starting materials: OCCCCCCCCCCCBr, Ic1ccc2[nH]c3ccc(I)cc3c2c1, [K+], [K+], O=C([O-])[O-], CN(C)C=O, O. Product: OCCCCCCCCCCCn1c2ccc(I)cc2c2cc(I)ccc21. Reaction SMILES: [Br:16][CH2:17][CH2:18][CH2:19][CH2:20][CH2:21][CH2:22][CH2:23][CH2:24][CH2:25][CH2:26][CH2:27][OH:28].[I:1][c:2]1[cH:3][cH:4][c:5]2[nH:6][c:7]3[cH:8][cH:9][c:10]([I:15])[cH:11][c:12]3[c:13]2[cH:14]1.[K+:29].[K+:30].[O-:31][C:32]([O-:33])=[O:34].[O:36]=[CH:37][N:38]([CH3:39])[CH3:40].[OH2:35]>>[I:1][c:2]1[cH:3][cH:4][c:5]2[n:6]([CH2:17][CH2:18][CH2:19][CH2:20][CH2:21][CH2:22][CH2:23][CH2:24][CH2:25][CH2:26][CH2:27][OH:28])[c:7]3[cH:8][cH:9][c:10]([I:15])[cH:11][c:12]3[c:13]2[cH:14]1. Starting materials: ClC1=CC(=C(C=C1[N+](=O)[O-])NS(=O)(=O)C)C (N-(4-chloro-2-methyl-5-nitrophenyl)methanesulfonamide), [Cl-].[NH4+] (ammonium chloride). Reagents/catalysts: [Zn] (zinc). The solvent is C(C)O (ethanol), O (water). Product: NC=1C(=CC(=C(C1)NS(=O)(=O)C)C)Cl (N-(5-amino-4-chloro-2-methylphenyl)methanesulfonamide). Isolated yield 96.2%. Reaction SMILES: [Cl:1][C:2]1[C:7]([N+:8]([O-])=O)=[CH:6][C:5]([NH:11][S:12]([CH3:15])(=[O:14])=[O:13])=[C:4]([CH3:16])[CH:3]=1.[Cl-].[NH4+]>C(O)C.O.[Zn]>[NH2:8][C:7]1[C:2]([Cl:1])=[CH:3][C:4]([CH3:16])=[C:5]([NH:11][S:12]([CH3:15])(=[O:14])=[O:13])[CH:6]=1 |f:1.2|. Reported procedure: A mixture of Intermediate 79A (175 mg, 0.66 mmol), zinc (432 mg, 6.61 mmol), ammonium chloride (354 mg, 6.61 mmol) in ethanol (10 mL) and water (5.0 mL) was heated to reflux for 30 min. The reaction mixture was concentrated, suspended in ethyl acetate and filtered. The filtrate was washed with water, aqueous NaHCO3 and brine, dried over MgSO4 and concentrated to give Intermediate 79 (149 mg, 96%) as a white solid. HPLC: Rt=0.453 min. (CHROMOLITH® column 4.6×50 mm eluting with 10-90% aqueous meth...